This data is from the Open Reaction Database (ORD), a public repository of structured organic reaction records. The task is: describe an organic reaction: reactants, conditions, products, and yield Reactants: N#CC1(c2ccc(Cl)c(Cl)c2)CCC1, [Na+], [OH-], O, OO. Yields the product NC(=O)C1(c2ccc(Cl)c(Cl)c2)CCC1. As a reaction SMILES: [Cl:1][c:2]1[cH:3][c:4]([C:9]2([C:13]#[N:14])[CH2:10][CH2:11][CH2:12]2)[cH:5][cH:6][c:7]1[Cl:8].[Na+:16].[OH-:15].[OH2:17].[OH:18][OH:19]>>[Cl:1][c:2]1[cH:3][c:4]([C:9]2([C:13]([NH2:14])=[O:15])[CH2:10][CH2:11][CH2:12]2)[cH:5][cH:6][c:7]1[Cl:8]. Yields the product O=C1N2[C@H](CC[C@H]2CC[C@H]1NC(=O)OCC1C2=CC=CC=C2C2=CC=CC=C12)C(=O)O ((3R,6R,9R)-2-Oxo-3-[N-(Fmoc)amino]-1-azabicyclo[4.3.0]-nonane-9-carboxylic acid). Procedure details: Amino acids were purchased from Advanced Chemtech (Louisville, Ky.), and used as the following derivatives: N-Fmoc-D-Ala-OH.H2O, N-Fmoc-D-Leu-OH, N-Fmoc-D-Glu(O-t-Bu)-OH, N-Fmoc-D-Pro-OH, N-Fmoc-D-Tyr(O-t-Bu), N-Fmoc-D-Arg(Pmc)-OH. (R)-β-hydroxy-N-(Fmoc)valine was prepared from (R)-β-hydroxy-N-(Boc)valine (Dettwiler et al., 2003) by removal of the Boc group (1:1 TFA (trifluoroacetic acid)/CH2Cl2), protection with Fmoc-OSu and NaHCO3 in aqueous acetone (Capatsanis et al. 1983), followed by purifi... Reaction conditions: time 1 hour. Solvent: CN(C)C=O (DMF), CC(=O)C (acetone), CN(C)C(=[N+](C)C)ON1C2=C(C=CC=C2)N=N1.[B-](F)(F)(F)F (TBTU), CN(C)C=O (DMF). Starting materials: N1CCCCC1 (piperidine), methyl ester, Peptide, O=C1N2[C@H](CC[C@H]2CC[C@H]1N)C(=O)OC ((3R,6R,9R)-methyl 2-oxo-3-amino-1-azabicyclo[4.3.0]-nonane-9-carboxylate), C(=O)(OCC1C2=CC=CC=C2C2=CC=CC=C12)ON1C(=O)CCC1=O (Fmoc-OSu), C(=O)(O)[O-].[Na+] (NaHCO3), amino acid, CCN(C(C)C)C(C)C (DIEA), resin. Reaction SMILES: [O:1]=[C:2]1[C@H:10]([NH2:11])[CH2:9][CH2:8][C@H:7]2[N:3]1[C@@H:4]([C:12]([O:14]C)=[O:13])[CH2:5][CH2:6]2.[C:16](ON1C(=O)CCC1=O)([O:18][CH2:19][CH:20]1[C:32]2[C:27](=[CH:28][CH:29]=[CH:30][CH:31]=2)[C:26]2[C:21]1=[CH:22][CH:23]=[CH:24][CH:25]=2)=[O:17].C([O-])(O)=O.[Na+].N1CCCCC1.CCN(C(C)C)C(C)C>CC(C)=O.CN(C=O)C.CN(C(ON1N=NC2C=CC=CC1=2)=[N+](C)C)C.[B-](F)(F)(F)F>[O:1]=[C:2]1[C@H:10]([NH:11][C:16]([O:18][CH2:19][CH:20]2[C:21]3[C:26](=[CH:25][CH:24]=[CH:23][CH:22]=3)[C:27]3[C:32]2=[CH:31][CH:30]=[CH:29][CH:28]=3)=[O:17])[CH2:9][CH2:8][C@H:7]2[N:3]1[C@@H:4]([C:12]([OH:14])=[O:13])[CH2:5][CH2:6]2 |f:2.3,8.9|. The reactants are COC1=CC=C(C=C1)[C@@H]1SC2=C(N(C([C@@H]1O)=O)CCN(C)CC1=CC=CC=C1)C=CC(=C2)Cl ((-)-cis-2-(4-methoxyphenyl)-3-hydroxy-5-[2-(N-benzyl-N-methylamino)ethyl]-8-chloro-2,3-dihydro-1,5-benzothiazepin-4(5H)-one), C(C)(=O)OC(C)=O (acetic anhydride). Solvent: N1=CC=CC=C1 (pyridine). Product: COC1=CC=C(C=C1)[C@@H]1SC2=C(N(C([C@@H]1OC(C)=O)=O)CCN(C)CC1=CC=CC=C1)C=CC(=C2)Cl ((-)-cis-2-(4-methoxyphenyl)-3-acetoxy-5-[2-(N-benzyl-N-methylamino)ethyl]-8-chloro-2,3-dihydro-1,5-benzothiazepin-4(5H)-one). Reaction SMILES: [CH3:1][O:2][C:3]1[CH:8]=[CH:7][C:6]([C@H:9]2[C@@H:15]([OH:16])[C:14](=[O:17])[N:13]([CH2:18][CH2:19][N:20]([CH2:22][C:23]3[CH:28]=[CH:27][CH:26]=[CH:25][CH:24]=3)[CH3:21])[C:12]3[CH:29]=[CH:30][C:31]([Cl:33])=[CH:32][C:11]=3[S:10]2)=[CH:5][CH:4]=1.[C:34](OC(=O)C)(=[O:36])[CH3:35]>N1C=CC=CC=1>[CH3:1][O:2][C:3]1[CH:4]=[CH:5][C:6]([C@H:9]2[C@@H:15]([O:16][C:34](=[O:36])[CH3:35])[C:14](=[O:17])[N:13]([CH2:18][CH2:19][N:20]([CH2:22][C:23]3[CH:28]=[CH:27][CH:26]=[CH:25][CH:24]=3)[CH3:21])[C:12]3[CH:29]=[CH:30][C:31]([Cl:33])=[CH:32][C:11]=3[S:10]2)=[CH:7][CH:8]=1. Reported procedure: A mixture of 6.22 g of (-)-cis-2-(4-methoxyphenyl)-3-hydroxy-5-[2-(N-benzyl-N-methylamino)ethyl]-8-chloro-2,3-dihydro-1,5-benzothiazepin-4(5H)-one, 60 ml of acetic anhydride and one ml of pyridine is refluxed for 4 hours. Then, the mixture is evaporated under reduced pressure to remove solvent. Benzene is added to the residue, and the mixture is evaporated under reduced pressure. 7 g of (-)-cis-2-(4-methoxyphenyl)-3-acetoxy-5-[2-(N-benzyl-N-methylamino)ethyl]-8-chloro-2,3-dihydro-1,5-benzothiaze... Reactants: C(C=C)OC(=O)N1CC(OCC1)C1(OCCO1)C (4-allyloxycarbonyl-2-[2-methyl-1,3-dioxolan-2-yl)morpholine), O.C1(=CC=C(C=C1)S(=O)(=O)O)C (p-toluenesulfonic acid monohydrate). The yield is 75.1%. Solvent: CC(=O)C (acetone). Procedure: A solution of 4-allyloxycarbonyl-2-[2-methyl-1,3-dioxolan-2-yl)morpholine (2.20 g) in acetone (22 ml) was stirred at ambient temperature for 5 days in the presence of p-toluenesulfonic acid monohydrate (1.10 g). The mixture was concentrated under reduced pressure to give a syrup. The syrup was subjected to a column chromatography on silica gel (25 g) and eluted with a mixture of hexane and ethyl acetate (9:1, V/V) to give 2-acetyl-4-allyloxycarbonylmorpholine (1.37 g) as a syrup. RXN SMILES: [CH2:1]([O:4][C:5]([N:7]1[CH2:12][CH2:11][O:10][CH:9]([C:13]2([CH3:18])OCC[O:14]2)[CH2:8]1)=[O:6])[CH:2]=[CH2:3].O.C1(C)C=CC(S(O)(=O)=O)=CC=1>CC(C)=O>[C:13]([CH:9]1[O:10][CH2:11][CH2:12][N:7]([C:5]([O:4][CH2:1][CH:2]=[CH2:3])=[O:6])[CH2:8]1)(=[O:14])[CH3:18] |f:1.2|. The product is C(C)(=O)C1CN(CCO1)C(=O)OCC=C (2-acetyl-4-allyloxycarbonylmorpholine). Starting materials: COc1cc(N2CCNC(C)C2)ccc1Cl, O=C(O)Cn1nc(-c2ncc[nH]2)c2cccnc21. Product: COc1cc(N2CCN(C(=O)Cn3nc(-c4ncc[nH]4)c4cccnc43)C(C)C2)ccc1Cl. Reaction SMILES: [Cl:1][c:2]1[c:3]([O:15][CH3:16])[cH:4][c:5]([N:8]2[CH2:9][CH:10]([CH3:14])[NH:11][CH2:12][CH2:13]2)[cH:6][cH:7]1.[nH:17]1[c:18](-[c:22]2[n:23][n:24]([CH2:31][C:32](=[O:33])[OH:34])[c:25]3[n:26][cH:27][cH:28][cH:29][c:30]23)[n:19][cH:20][cH:21]1>>[Cl:1][c:2]1[c:3]([O:15][CH3:16])[cH:4][c:5]([N:8]2[CH2:9][CH:10]([CH3:14])[N:11]([C:32]([CH2:31][n:24]3[n:23][c:22](-[c:18]4[nH:17][cH:21][cH:20][n:19]4)[c:30]4[c:25]3[n:26][cH:27][cH:28][cH:29]4)=[O:33])[CH2:12][CH2:13]2)[cH:6][cH:7]1. Solvent: CN(C)C=O (DMF), C(Cl)Cl (DCM). Reaction SMILES: N1CCCCC1.[CH3:7][O:8][C:9]1[C:56]([O:57][CH2:58][CH2:59][CH2:60][O:61][C:62]2[C:63]([O:80][CH3:81])=[CH:64][C:65]3[C:71](=[O:72])[N:70]4[CH:73]=[C:74](/[CH:76]=[CH:77]/[CH3:78])[CH2:75][C@H:69]4[CH:68]=[N:67][C:66]=3[CH:79]=2)=[CH:55][C:12]2[N:13]=[CH:14][C@@H:15]3[CH2:21][C:20](/[CH:22]=[CH:23]/[CH2:24][NH:25][C:26](=[O:54])[C@@H:27]([NH:29][C:30](=[O:53])[C@@H:31]([NH:35]C(=O)OCC4C5C=CC=CC=5C5C4=CC=CC=5)[CH:32]([CH3:34])[CH3:33])[CH3:28])=[CH:19][N:16]3[C:17](=[O:18])[C:11]=2[CH:10]=1>CN(C=O)C.C(Cl)Cl>[NH2:35][C@@H:31]([CH:32]([CH3:34])[CH3:33])[C:30]([NH:29][C@@H:27]([CH3:28])[C:26]([NH:25][CH2:24]/[CH:23]=[CH:22]/[C:20]1[CH2:21][C@H:15]2[CH:14]=[N:13][C:12]3[CH:55]=[C:56]([O:57][CH2:58][CH2:59][CH2:60][O:61][C:62]4[C:63]([O:80][CH3:81])=[CH:64][C:65]5[C:71](=[O:72])[N:70]6[CH:73]=[C:74](/[CH:76]=[CH:77]/[CH3:78])[CH2:75][C@H:69]6[CH:68]=[N:67][C:66]=5[CH:79]=4)[C:9]([O:8][CH3:7])=[CH:10][C:11]=3[C:17](=[O:18])[N:16]2[CH:19]=1)=[O:54])=[O:53]. Procedure details: Piperidine (0.04 mL, 4.1 mmol, 13.7 eq.) was added to a stirring mixture of Fmoc amine 19c (0.030 g, 0.0295 mmol, 1 eq.) in anhydrous DMF (0.5 mL) and the mixture was stirred at ambient temperature. After 20 minutes, LCMS showed reaction was completed so the reaction mixture was diluted with DCM (75 mL) and washed with water (3×75 mL). The organic layer was dried over MgSO4, filtered and concentrated to dryness under reduced pressure. Co-evaporation with n-hexanes afforded the product as a brown... Starting materials: N1CCCCC1 (Piperidine), COC1=CC2=C(N=C[C@H]3N(C2=O)C=C(C3)/C=C/CNC([C@H](C)NC([C@H](C(C)C)NC(OCC3C2=CC=CC=C2C=2C=CC=CC32)=O)=O)=O)C=C1OCCCOC=1C(=CC3=C(N=C[C@H]2N(C3=O)C=C(C2)\C=C\C)C1)OC ((9H-fluoren-9-yl)methyl(S)-1-((S)-1-((E)-3-((S)-7-methoxy-8-(3-((S)-7-methoxy-5-oxo-2-((E)-prop-1-enyl)-5,11a-dihydro-1H-benzo[e]pyrrolo[1,2-a][1,4]diazepin-8-yloxy)propoxy)-5-oxo-5,11a-dihydro-1H-benzo[e]pyrrolo[1,2-a][1,4]diazepin-2-yl)allylamino)-1-oxopropan-2-ylamino)-3-methyl-1-oxobutan-2-ylcarbamate). Run at time 20 minute. Product: N[C@H](C(=O)N[C@H](C(=O)NC\C=C\C=1C[C@@H]2N(C(C3=C(N=C2)C=C(C(=C3)OC)OCCCOC=3C(=CC2=C(N=C[C@H]4N(C2=O)C=C(C4)\C=C\C)C3)OC)=O)C1)C)C(C)C ((S)-2-amino-N—((S)-1-((E)-3-((S)-7-methoxy-8-(3-((S)-7-methoxy-5-oxo-2-((E)-prop-1-enyl)-5,11a-dihydro-1H-benzo[e]pyrrolo[1,2-a][1,4]diazepin-8-yloxy)propoxy)-5-oxo-5,11a-dihydro-1H-benzo[e]pyrrolo[1,2-a][1,4]diazepin-2-yl)allylamino)-1-oxopropan-2-yl)-3-methylbutanamide). Procedure: A solution of 2-(2-dimethylamino-ethylamino)-cyclopent-1-enecarboxylic acid ethyl ester (2.18 g, 9.63 mmol) in ethanol (100 mL) was treated with glacial acetic acid (10 drops), sodium cyanoborohydride (1.21 g, 19.26 mmol) and stirred for 16 h at 50° C. The reaction was diluted with ethyl acetate (100 mL) and washed twice with saturated aqueous sodium bicarbonate solution (100 mL). The organic layer was dried over sodium sulfate, filtered, concentrated in vacuo to afford the desired product, 2-(2... Product: C(C)OC(=O)C1C(CCC1)NCCN(C)C (2-(2-Dimethylamino-ethylamino)-cyclopentanecarboxylic acid ethyl ester), C(C)OC(=O)C1C(CCC1)N=CCN(C)C (2-(2-dimethylamino-ethylideneamino)-cyclopentanecarboxylic acid ethyl ester). Reagents/catalysts: C(C)(=O)O (acetic acid). As a reaction SMILES: [CH2:1]([O:3][C:4]([C:6]1[CH2:10][CH2:9][CH2:8][C:7]=1[NH:11][CH2:12][CH2:13][N:14]([CH3:16])[CH3:15])=[O:5])[CH3:2].C([BH3-])#N.[Na+]>C(O)C.C(O)(=O)C.C(OCC)(=O)C>[CH2:1]([O:3][C:4]([CH:6]1[CH2:10][CH2:9][CH2:8][CH:7]1[NH:11][CH2:12][CH2:13][N:14]([CH3:15])[CH3:16])=[O:5])[CH3:2].[CH2:1]([O:3][C:4]([CH:6]1[CH2:10][CH2:9][CH2:8][CH:7]1[N:11]=[CH:12][CH2:13][N:14]([CH3:15])[CH3:16])=[O:5])[CH3:2] |f:1.2|. Conditions: temperature 50 celsius, time 16 hour. The reactants are C(C)OC(=O)C1=C(CCC1)NCCN(C)C (2-(2-dimethylamino-ethylamino)-cyclopent-1-enecarboxylic acid ethyl ester), C(#N)[BH3-].[Na+] (sodium cyanoborohydride). The solvent is C(C)O (ethanol), C(C)(=O)OCC (ethyl acetate). Yield: 167.4%. Reactants: COC(C(=O)C1=CNC2=CC(=CC=C12)C#N)=O (6-cyanoindole-3-glyoxylic acid methyl ester), C1(=CN2CCCC3=CC=CC1=C23)CC(=O)N (2-(5,6-dihydro-4H-pyrrolo[3,2,1-ij]quinolin-1-yl)acetamide). Yields the product C1(=CN2CCCC3=CC=CC1=C23)C=2C(NC(C2C2=CNC3=CC(=CC=C23)C#N)=O)=O (3-(5,6-dihydro-4H-pyrrolo[3,2,1-ij]quinolin-1-yl)-4-(6-cyano-1H-indol-3-yl)pyrrole-2,5-dione). Procedure: Beginning with 6-cyanoindole-3-glyoxylic acid methyl ester and 2-(5,6-dihydro-4H-pyrrolo[3,2,1-ij]quinolin-1-yl)acetamide, the title compound was prepared essentially as described in Example 1. RXN SMILES: CO[C:3](=[O:17])[C:4]([C:6]1[C:14]2[C:9](=[CH:10][C:11]([C:15]#[N:16])=[CH:12][CH:13]=2)[NH:8][CH:7]=1)=O.[C:18]1([CH2:30][C:31]([NH2:33])=[O:32])[C:28]2=[C:29]3[C:24](=[CH:25][CH:26]=[CH:27]2)[CH2:23][CH2:22][CH2:21][N:20]3[CH:19]=1>>[C:18]1([C:30]2[C:31](=[O:32])[NH:33][C:3](=[O:17])[C:4]=2[C:6]2[C:14]3[C:9](=[CH:10][C:11]([C:15]#[N:16])=[CH:12][CH:13]=3)[NH:8][CH:7]=2)[C:28]2=[C:29]3[C:24](=[CH:25][CH:26]=[CH:27]2)[CH2:23][CH2:22][CH2:21][N:20]3[CH:19]=1.